This data is from the Open Reaction Database (ORD), a public repository of structured organic reaction records. The task is: describe an organic reaction: reactants, conditions, products, and yield Product: CNCCC(c1ccccc1)N1c2ccccc2N(c2ccc(Cl)cc2)S1(=O)=O. Starting materials: CN, O=S1(=O)N(c2ccc(Cl)cc2)c2ccccc2N1C(CCCl)c1ccccc1, [I-], [Na+]. RXN SMILES: [CH3:31][NH2:32].[Cl:1][c:2]1[cH:3][cH:4][c:5]([N:8]2[c:9]3[c:10]([cH:25][cH:26][cH:27][cH:28]3)[N:11]([CH:15]([CH2:16][CH2:17][Cl:18])[c:19]3[cH:20][cH:21][cH:22][cH:23][cH:24]3)[S:12]2(=[O:13])=[O:14])[cH:6][cH:7]1.[I-:30].[Na+:29]>>[Cl:1][c:2]1[cH:3][cH:4][c:5]([N:8]2[c:9]3[c:10]([cH:25][cH:26][cH:27][cH:28]3)[N:11]([CH:15]([CH2:16][CH2:17][NH:32][CH3:31])[c:19]3[cH:20][cH:21][cH:22][cH:23][cH:24]3)[S:12]2(=[O:13])=[O:14])[cH:6][cH:7]1. Run in O (Water), C1CCOC1 (THF). Reported procedure: A mixture of ethyl 3-(2-tert-butoxy-2-oxoethoxy)-6-((2,4-dichlorobenzyl)oxy)-1-benzothiophene-2-carboxylate (1.1 g), 1N NaOH (5 mL), EtOH (5 mL) and THF (10 mL) was stirred at 50° C. for 24 h. Water and 1N HCl (5 mL) were added to the mixture and the mixture was extracted with THF-EtOAc. The organic layer was washed with brine, dried over MgSO4 and concentrated in vacuo. The residue was washed with hexane to give the title compound (0.850 g). The obtained crystals were recrystallized from aceton... The product is C(=O)(O)COC1=C(SC2=C1C=CC(=C2)OCC2=C(C=C(C=C2)Cl)Cl)C(=O)O (3-(Carboxymethoxy)-6-((2,4-dichlorobenzyl)oxy)-1-benzothiophene-2-carboxylic acid). RXN SMILES: C([O:5][C:6](=[O:33])[CH2:7][O:8][C:9]1[C:13]2[CH:14]=[CH:15][C:16]([O:18][CH2:19][C:20]3[CH:25]=[CH:24][C:23]([Cl:26])=[CH:22][C:21]=3[Cl:27])=[CH:17][C:12]=2[S:11][C:10]=1[C:28]([O:30]CC)=[O:29])(C)(C)C.[OH-].[Na+].CCO.Cl>O.C1COCC1>[C:6]([CH2:7][O:8][C:9]1[C:13]2[CH:14]=[CH:15][C:16]([O:18][CH2:19][C:20]3[CH:25]=[CH:24][C:23]([Cl:26])=[CH:22][C:21]=3[Cl:27])=[CH:17][C:12]=2[S:11][C:10]=1[C:28]([OH:30])=[O:29])([OH:33])=[O:5] |f:1.2|. Starting materials: Cl (HCl), C(C)(C)(C)OC(COC1=C(SC2=C1C=CC(=C2)OCC2=C(C=C(C=C2)Cl)Cl)C(=O)OCC)=O (ethyl 3-(2-tert-butoxy-2-oxoethoxy)-6-((2,4-dichlorobenzyl)oxy)-1-benzothiophene-2-carboxylate), [OH-].[Na+] (NaOH), CCO (EtOH). Run at temperature 50 celsius, time 24 hour. Isolated yield 92.5%. Starting materials: FC1=C(NC=2C(=CNC(C2)=O)C(=O)OCC)C=CC(=C1)I (Ethyl 4-(2-fluoro-4-iodoanilino)-6-oxo-1,6-dihydro-3-pyridinecarboxylate), [H-].[Na+] (NaH), BrCCC (bromopropane). Run in CN(C)C=O (DMF). Product: FC1=C(NC=2C(=CN(C(C2)=O)CCC)C(=O)OCC)C=CC(=C1)I (Ethyl 4-(2-fluoro-4-iodoanilino)-6-oxo-1-propyl-1,6-dihydro-3-pyridinecarboxylate), solid. Isolated yield 54.0%. As a reaction SMILES: [F:1][C:2]1[CH:20]=[C:19]([I:21])[CH:18]=[CH:17][C:3]=1[NH:4][C:5]1[C:6]([C:12]([O:14][CH2:15][CH3:16])=[O:13])=[CH:7][NH:8][C:9](=[O:11])[CH:10]=1.[H-].[Na+].Br[CH2:25][CH2:26][CH3:27]>CN(C=O)C>[F:1][C:2]1[CH:20]=[C:19]([I:21])[CH:18]=[CH:17][C:3]=1[NH:4][C:5]1[C:6]([C:12]([O:14][CH2:15][CH3:16])=[O:13])=[CH:7][N:8]([CH2:25][CH2:26][CH3:27])[C:9](=[O:11])[CH:10]=1 |f:1.2|. Reported procedure: Ethyl 4-(2-fluoro-4-iodoanilino)-6-oxo-1,6-dihydro-3-pyridinecarboxylate was reacted with NaH and bromopropane in DMF under the same conditions as for example 22, step A to give a crude solid which was purified by column chromatography on silica gel (50% EtOAc/hexanes as eluant). Ethyl 4-(2-fluoro-4-iodoanilino)-6-oxo-1-propyl-1,6-dihydro-3-pyridinecarboxylate was isolated as a white solid (54%), m.p. (EtOAc/hexanes) 147-150° C. 1H NMR [(CD3)2SO, 400 MHz] δ 9.29 (s, 1H), 8.50 (s, 1H), 7.76 (dd, ... Reactants: CN(C(OC(C)(C)C)=O)CCOC1=NC=C(C=C1C(F)(F)F)B1OC(C(O1)(C)C)(C)C (tert-butyl methyl(2-(5-(4,4,5,5-tetramethyl-1,3,2-dioxaborolan-2-yl)-3-(trifluoromethyl)pyridin-2-yloxy)ethyl)carbamate), NC=1C(=NC(=CC1NC)Cl)C#N (3-amino-6-chloro-4-(methylamino)picolinonitrile), C1(CCCCC1)P(C1CCCCC1)C1CCCCC1 (tricyclohexylphosphine), P(=O)([O-])([O-])[O-].[K+].[K+].[K+] (potassium phosphate). Yields the product NC=1C(=CC(=NC1C#N)C=1C=NC(=C(C1)C(F)(F)F)OCCN(C(OC(C)(C)C)=O)C)NC (tert-butyl 2-(5-amino-6-cyano-4-(methylamino)-5′-(trifluoromethyl)-2,3′-bipyridin-6′-yloxy)ethyl(methyl)carbamate). Yield: 49.0%. Reaction SMILES: [CH3:1][N:2]([CH2:10][CH2:11][O:12][C:13]1[C:18]([C:19]([F:22])([F:21])[F:20])=[CH:17][C:16](B2OC(C)(C)C(C)(C)O2)=[CH:15][N:14]=1)[C:3](=[O:9])[O:4][C:5]([CH3:8])([CH3:7])[CH3:6].[NH2:32][C:33]1[C:34]([C:42]#[N:43])=[N:35][C:36](Cl)=[CH:37][C:38]=1[NH:39][CH3:40].C1(P(C2CCCCC2)C2CCCCC2)CCCCC1.P([O-])([O-])([O-])=O.[K+].[K+].[K+]>O1CCOCC1.O.C1C=CC(/C=C/C(/C=C/C2C=CC=CC=2)=O)=CC=1.C1C=CC(/C=C/C(/C=C/C2C=CC=CC=2)=O)=CC=1.C1C=CC(/C=C/C(/C=C/C2C=CC=CC=2)=O)=CC=1.[Pd].[Pd]>[NH2:32][C:33]1[C:38]([NH:39][CH3:40])=[CH:37][C:36]([C:16]2[CH:15]=[N:14][C:13]([O:12][CH2:11][CH2:10][N:2]([CH3:1])[C:3](=[O:9])[O:4][C:5]([CH3:6])([CH3:7])[CH3:8])=[C:18]([C:19]([F:20])([F:21])[F:22])[CH:17]=2)=[N:35][C:34]=1[C:42]#[N:43] |f:3.4.5.6,9.10.11.12.13|. Reagents/catalysts: C=1C=CC(=CC1)/C=C/C(=O)/C=C/C2=CC=CC=C2.C=1C=CC(=CC1)/C=C/C(=O)/C=C/C2=CC=CC=C2.C=1C=CC(=CC1)/C=C/C(=O)/C=C/C2=CC=CC=C2.[Pd].[Pd] (tris(dibenzylideneacetone)dipalladium). Solvent: O1CCOCC1 (1,4-dioxane), O (water). Reaction conditions: temperature 100 celsius, time 2 hour. Procedure details: A suspension of tert-butyl methyl(2-(5-(4,4,5,5-tetramethyl-1,3,2-dioxaborolan-2-yl)-3-(trifluoromethyl)pyridin-2-yloxy)ethyl)carbamate (440 mg), 3-amino-6-chloro-4-(methylamino)picolinonitrile (135 mg), tris(dibenzylideneacetone)dipalladium (0) (34.9 mg), tricyclohexylphosphine (25.7 mg) and potassium phosphate (327 mg) in 1,4-dioxane (10 ml) and water (5 ml) was stirred at 100° C. for 2 h. The reaction mixture was cooled and partitioned between water and ethyl acetate, washed with water, brine... Starting materials: CCN(CC)c1ccc(N=C=S)cn1, CNN, CCO. Product: CCN(CC)c1ccc(NC(=S)N(C)N)cn1. As a reaction SMILES: [CH2:1]([CH3:2])[N:3]([c:4]1[n:5][cH:6][c:7]([N:10]=[C:11]=[S:12])[cH:8][cH:9]1)[CH2:13][CH3:14].[CH3:15][NH:16][NH2:17].[CH3:18][CH2:19][OH:20]>>[CH2:1]([CH3:2])[N:3]([c:4]1[n:5][cH:6][c:7]([NH:10][C:11](=[S:12])[N:16]([CH3:15])[NH2:17])[cH:8][cH:9]1)[CH2:13][CH3:14]. Reactants: CO, N#Cc1c(C2=CCOCC2)sc(-c2nnc[nH]2)c1-c1ccc(Cl)cc1Cl, [H][H]. Product: N#Cc1c(C2CCOCC2)sc(-c2nnc[nH]2)c1-c1ccc(Cl)cc1Cl. RXN SMILES: [CH3:29][OH:30].[Cl:1][c:2]1[c:3](-[c:9]2[c:10]([C:25]#[N:26])[c:11]([C:19]3=[CH:24][CH2:23][O:22][CH2:21][CH2:20]3)[s:12][c:13]2-[c:14]2[n:15][n:16][cH:17][nH:18]2)[cH:4][cH:5][c:6]([Cl:8])[cH:7]1.[H:27][H:28]>>[Cl:1][c:2]1[c:3](-[c:9]2[c:10]([C:25]#[N:26])[c:11]([CH:19]3[CH2:20][CH2:21][O:22][CH2:23][CH2:24]3)[s:12][c:13]2-[c:14]2[n:15][n:16][cH:17][nH:18]2)[cH:4][cH:5][c:6]([Cl:8])[cH:7]1. The reactants are ClC=1C=C(C=CC1F)[N+](=O)[O-] (3-chloro-4-fluoronitrobenzene), [F-].[Cs+] (cesium fluoride), [F-].[K+] (potassium fluoride), C1CCCS1(=O)=O (tetramethylenesulfone). Product: FC=1C=C(C=CC1F)[N+](=O)[O-] (3,4-difluoronitrobenzene). Yield: 10.3%. Reaction SMILES: Cl[C:2]1[CH:3]=[C:4]([N+:9]([O-:11])=[O:10])[CH:5]=[CH:6][C:7]=1[F:8].[F-:12].[Cs+].[F-].[K+].C1S(=O)(=O)CCC1>>[F:12][C:2]1[CH:3]=[C:4]([N+:9]([O-:11])=[O:10])[CH:5]=[CH:6][C:7]=1[F:8] |f:1.2,3.4|. Procedure details: 1,500 parts of 3-chloro-4-fluoronitrobenzene, 25 parts of cesium fluoride and 1,000 parts of potassium fluoride are heated in 1,500 parts of tetramethylenesulfone for 16 hours at 230° C. The mixture is worked up as described in Example 1(a). 139 parts (10.3% of theory) of 3,4-difluoronitrobenzene of boiling point 54° C./1 mm Hg are obtained.